From a dataset of the Open Reaction Database (ORD), a public repository of structured organic reaction records. describe an organic reaction: reactants, conditions, products, and yield Starting materials: C(C1=CC=CC=C1)(C1=CC=CC=C1)OC(=O)C1(CC1)O\N=C(/C(=O)N[C@H]1[C@H](N(C1=O)S(=O)(=O)O)CN1N=NC(=C1)CNC(=O)OC(C)(C)C)\C=1N=C(SC1)NC(=O)OC(C)(C)C ((2R,3S)-3-((Z)-2-((1-((benzhydryloxy)carbonyl)cyclopropoxy)imino)-2-(2-((tert-butoxycarbonyl)amino)thiazol-4-yl)acetamido)-2-((4-(((tert-butoxycarbonyl)amino)methyl)-1H-1,2,3-triazol-1-yl)methyl)-4-oxoazetidine-1-sulfonic acid), C(=O)(C(F)(F)F)O (TFA), C(=O)(C(F)(F)F)O (TFA), C(=O)(C(F)(F)F)O (TFA). The solvent is C(Cl)Cl (DCM), C(Cl)Cl (DCM). Reaction conditions: temperature 0 celsius, time 3 hour. Product: NCC=1N=NN(C1)C[C@H]1N(C([C@H]1NC(\C(\C=1N=C(SC1)N)=N/OC1(CC1)C(=O)O)=O)=O)S(=O)(=O)O (1-(((Z)-(2-(((2R,3S)-2-((4-(aminomethyl)-1H-1,2,3-triazol-1-yl)methyl)-4-oxo-1-sulfoazetidin-3-yl)amino)-1-(2-aminothiazol-4-yl)-2-oxoethylidene)amino)oxy)-cyclopropanecarboxylic acid). The yield is 13.6%. As a reaction SMILES: C([O:14][C:15]([C:17]1([O:20]/[N:21]=[C:22](/[C:50]2[N:51]=[C:52]([NH:55]C(OC(C)(C)C)=O)[S:53][CH:54]=2)\[C:23]([NH:25][C@@H:26]2[C:29](=[O:30])[N:28]([S:31]([OH:34])(=[O:33])=[O:32])[C@@H:27]2[CH2:35][N:36]2[CH:40]=[C:39]([CH2:41][NH:42]C(OC(C)(C)C)=O)[N:38]=[N:37]2)=[O:24])[CH2:19][CH2:18]1)=[O:16])(C1C=CC=CC=1)C1C=CC=CC=1.C(O)(C(F)(F)F)=O>C(Cl)Cl>[NH2:42][CH2:41][C:39]1[N:38]=[N:37][N:36]([CH2:35][C@@H:27]2[C@H:26]([NH:25][C:23](=[O:24])/[C:22](=[N:21]\[O:20][C:17]3([C:15]([OH:16])=[O:14])[CH2:19][CH2:18]3)/[C:50]3[N:51]=[C:52]([NH2:55])[S:53][CH:54]=3)[C:29](=[O:30])[N:28]2[S:31]([OH:34])(=[O:33])=[O:32])[CH:40]=1. Reported procedure: Followed the general procedure for the acid mediated deprotection using (2R,3S)-3-((Z)-2-((1-((benzhydryloxy)carbonyl)cyclopropoxy)imino)-2-(2-((tert-butoxycarbonyl)amino)thiazol-4-yl)acetamido)-2-((4-(((tert-butoxycarbonyl)amino)methyl)-1H-1,2,3-triazol-1-yl)methyl)-4-oxoazetidine-1-sulfonic acid (1.74 g, 1.94 mmol), DCM (19.4 mL) and TFA (8.95 mL, 116 mmol). After 3 h at rt, it was cooled to 0° C. and more TFA (200 μL, 2.6 mmol) was added whereupon it was allowed to warm to rt. After another 1... Starting materials: CS(=O)(=O)OC1CCC2(CC1)OCCO2, [H-], [Na+], CN(C)C=O, C[Si](C)(C)CCOCn1ccc2c(-c3cn[nH]c3)ncnc21. Product: C[Si](C)(C)CCOCn1ccc2c(-c3cnn(C4CCC5(CC4)OCCO5)c3)ncnc21. RXN SMILES: [CH3:1][S:2]([O:3][CH:6]1[CH2:7][CH2:8][C:9]2([O:10][CH2:11][CH2:12][O:13]2)[CH2:14][CH2:15]1)(=[O:4])=[O:5].[H-:38].[Na+:39].[O:40]=[CH:41][N:42]([CH3:43])[CH3:44].[nH:16]1[n:17][cH:18][c:19](-[c:21]2[c:22]3[c:23]([n:24][cH:25][n:26]2)[n:27]([CH2:30][O:31][CH2:32][CH2:33][Si:34]([CH3:35])([CH3:36])[CH3:37])[cH:28][cH:29]3)[cH:20]1>>[CH:6]1([n:16]2[n:17][cH:18][c:19](-[c:21]3[c:22]4[c:23]([n:24][cH:25][n:26]3)[n:27]([CH2:30][O:31][CH2:32][CH2:33][Si:34]([CH3:35])([CH3:36])[CH3:37])[cH:28][cH:29]4)[cH:20]2)[CH2:7][CH2:8][C:9]2([O:10][CH2:11][CH2:12][O:13]2)[CH2:14][CH2:15]1. The reactants are Oc1cncc(Cl)c1, O, O=[N+]([O-])O, O=S(=O)(O)O. Product: O=[N+]([O-])c1ncc(Cl)cc1O. As a reaction SMILES: [Cl:1][c:2]1[cH:3][c:4]([OH:8])[cH:5][n:6][cH:7]1.[OH2:18].[OH:9][N+:10]([O-:11])=[O:12].[S:13](=[O:14])(=[O:15])([OH:16])[OH:17]>>[Cl:1][c:2]1[cH:3][c:4]([OH:8])[c:5]([N+:10](=[O:9])[O-:11])[n:6][cH:7]1. Starting materials: C(C1=CC=CC=C1)N=[N+]=[N-] (Benzyl azide), C#CCCCC (1-hexyne). Reagents/catalysts: C[C-]1C(=C(C(=C1C)C)C)C.C1=CC=C(C=C1)P(C2=CC=CC=C2)C3=CC=CC=C3.C1=CC=C(C=C1)P(C2=CC=CC=C2)C3=CC=CC=C3.Cl[Ru+] (Cp*RuCl(PPh3)2). Solvent: C1=CC=CC=C1 (benzene). Product: C(C1=CC=CC=C1)N1N=NC=C1CCCC (1-benzyl-5-butyl-1H-1,2,3-triazole). Reaction SMILES: [CH2:1]([N:8]=[N+:9]=[N-:10])[C:2]1[CH:7]=[CH:6][CH:5]=[CH:4][CH:3]=1.[CH:11]#[C:12][CH2:13][CH2:14][CH2:15][CH3:16]>C[C-]1C(C)=C(C)C(C)=C1C.C1C=CC(P(C2C=CC=CC=2)C2C=CC=CC=2)=CC=1.C1C=CC(P(C2C=CC=CC=2)C2C=CC=CC=2)=CC=1.Cl[Ru+].C1C=CC=CC=1>[CH2:1]([N:8]1[C:12]([CH2:13][CH2:14][CH2:15][CH3:16])=[CH:11][N:10]=[N:9]1)[C:2]1[CH:7]=[CH:6][CH:5]=[CH:4][CH:3]=1 |f:2.3.4.5|. Procedure: Benzyl azide (0.340 g, 2.55 mmol), 1-hexyne (0.580 ml, 5.05 mmol), Cp*RuCl(PPh3)2 (50 mg, 0.063 mmol). Solvent, benzene; reaction temperature, 80° C.; reaction time, 3 hours; yield, 0.45 g (82%). EI-MS: m/z 216 [M+1]. Reactants: COC([C@H]1N(CCC1)C(C1=C(C=CC=C1)[N+](=O)[O-])=O)=O ((2S)-1-(2-nitrobenzoyl) proline methyl ester), [H][H] (hydrogen). The reagents and catalysts are [C].[Pd] (palladium-carbon). The solvent is CO (methanol). Yields the product C1CCN2[C@@H]1C(NC1=C(C2=O)C=CC=C1)=O ((11aS)-1,2,3,10,11,11a-Hexahydro-5H-Pyrrolo[2,1-c][1,4]Benzodiazepin-5,11-Dione). The yield is 76.4%. As a reaction SMILES: C[O:2][C:3](=O)[C@@H:4]1[CH2:8][CH2:7][CH2:6][N:5]1[C:9](=[O:19])[C:10]1[CH:15]=[CH:14][CH:13]=[CH:12][C:11]=1[N+:16]([O-])=O.[H][H]>CO.[C].[Pd]>[CH2:8]1[C@H:4]2[C:3](=[O:2])[NH:16][C:11]3[CH:12]=[CH:13][CH:14]=[CH:15][C:10]=3[C:9](=[O:19])[N:5]2[CH2:6][CH2:7]1 |f:3.4|. Reported procedure: To a solution of 6.4 g of (2S)-1-(2-nitrobenzoyl) proline methyl ester in 250 ml of methanol, there was added 1.5 g of a 10% palladium-carbon catalyst and then the resulting mixture was stirred at room temperature for 6 hours in a hydrogen gas atmosphere. The catalyst present in the reaction solution was filtered off and the filtrate was concentrated under reduced pressure to give 3.8 g (yield 75.2%) of the title compound as white crystals.